Dataset: the Open Reaction Database (ORD), a public repository of structured organic reaction records. Task: describe an organic reaction: reactants, conditions, products, and yield Reactants: COc1ccc(Cc2cccc3c2C2CCCNC2CC3)cc1, O=C(O)c1ccc2[nH]cnc2c1. Yields the product COc1ccc(Cc2cccc3c2C2CCCN(C(=O)c4ccc5[nH]cnc5c4)C2CC3)cc1. Reaction SMILES: [CH3:13][O:14][c:15]1[cH:16][cH:17][c:18]([CH2:19][c:20]2[cH:21][cH:22][cH:23][c:24]3[c:25]2[CH:26]2[CH2:27][CH2:28][CH2:29][NH:30][CH:31]2[CH2:32][CH2:33]3)[cH:34][cH:35]1.[nH:1]1[cH:2][n:3][c:4]2[c:5]1[cH:6][cH:7][c:8]([C:10](=[O:11])[OH:12])[cH:9]2>>[nH:1]1[cH:2][n:3][c:4]2[c:5]1[cH:6][cH:7][c:8]([C:10](=[O:12])[N:30]1[CH2:29][CH2:28][CH2:27][CH:26]3[c:25]4[c:20]([CH2:19][c:18]5[cH:17][cH:16][c:15]([O:14][CH3:13])[cH:35][cH:34]5)[cH:21][cH:22][cH:23][c:24]4[CH2:33][CH2:32][CH:31]31)[cH:9]2. The product is COC1=C(CNC2CCC(CC2)CCN2C(C=C(C3=CC=C(C=C23)OC)C)=O)C=CC(=C1)OC (1-(2-(4-((2,4-dimethoxybenzyl)amino)cyclohexyl)ethyl)-7-methoxy-4-methylquinolin-2(1H)-one). Procedure details: To 3 mL of methanol solution containing 30 mg of 7-methoxy-4-methyl-1-(2-(4-oxocyclohexyl)ethyl)quinolin-2(1H)-one, 16 mg of 3,5-dimethoxybenzylamine, 8 μL of acetic acid and 9 mg of sodium cyanoborohydride were added, and the mixture was allowed to stand overnight after stirred at room temperature for 1 hour. To the reaction mixture, chloroform and aqueous saturated sodium hydrogen carbonate solution were added, the organic layer was separated, washed with aqueous saturated sodium chloride solu... Yield: 49.5%. The reactants are C(O)([O-])=O.[Na+] (sodium hydrogen carbonate), COC1=CC=C2C(=CC(N(C2=C1)CCC1CCC(CC1)=O)=O)C (7-methoxy-4-methyl-1-(2-(4-oxocyclohexyl)ethyl)quinolin-2(1H)-one), COC=1C=C(CN)C=C(C1)OC (3,5-dimethoxybenzylamine), C(#N)[BH3-].[Na+] (sodium cyanoborohydride). Run at time 8 hour. As a reaction SMILES: [CH3:1][O:2][C:3]1[CH:12]=[C:11]2[C:6]([C:7]([CH3:23])=[CH:8][C:9](=[O:22])[N:10]2[CH2:13][CH2:14][CH:15]2[CH2:20][CH2:19][C:18](=O)[CH2:17][CH2:16]2)=[CH:5][CH:4]=1.[CH3:24][O:25][C:26]1[CH:27]=[C:28]([CH:31]=[C:32]([O:34][CH3:35])[CH:33]=1)CN.[C:36]([BH3-])#[N:37].[Na+].C(=O)([O-])O.[Na+]>C(Cl)(Cl)Cl.C(O)(=O)C.CO>[CH3:35][O:34][C:32]1[CH:33]=[C:26]([O:25][CH3:24])[CH:27]=[CH:28][C:31]=1[CH2:36][NH:37][CH:18]1[CH2:19][CH2:20][CH:15]([CH2:14][CH2:13][N:10]2[C:11]3[C:6](=[CH:5][CH:4]=[C:3]([O:2][CH3:1])[CH:12]=3)[C:7]([CH3:23])=[CH:8][C:9]2=[O:22])[CH2:16][CH2:17]1 |f:2.3,4.5|. The solvent is C(Cl)(Cl)Cl (chloroform), C(C)(=O)O (acetic acid), CO (methanol).